This data is from the Open Reaction Database (ORD), a public repository of structured organic reaction records. The task is: describe an organic reaction: reactants, conditions, products, and yield RXN SMILES: [C:1]([CH3:2])([CH3:3])([CH3:4])[c:5]1[cH:6][c:7]([OH:16])[c:8]([C:13]([CH3:14])=[O:15])[cH:9][c:10]1[O:11][CH3:12].[CH3:33][N:34]([CH3:35])[c:36]1[cH:37][cH:38][n:39][cH:40][cH:41]1.[Cl:17][c:18]1[cH:19][cH:20][n:21][c:22]2[cH:23][c:24]([O:30][CH3:31])[c:25]([O:28][CH3:29])[cH:26][c:27]12.[Cl:42][c:43]1[cH:44][cH:45][cH:46][cH:47][c:48]1[Cl:49].[OH2:32]>>[C:1]([CH3:2])([CH3:3])([CH3:4])[c:5]1[cH:6][c:7]([O:16][c:18]2[cH:19][cH:20][n:21][c:22]3[cH:23][c:24]([O:30][CH3:31])[c:25]([O:28][CH3:29])[cH:26][c:27]23)[c:8]([C:13]([CH3:14])=[O:15])[cH:9][c:10]1[O:11][CH3:12]. Yields the product COc1cc2nccc(Oc3cc(C(C)(C)C)c(OC)cc3C(C)=O)c2cc1OC. Reactants: COc1cc(C(C)=O)c(O)cc1C(C)(C)C, CN(C)c1ccncc1, COc1cc2nccc(Cl)c2cc1OC, Clc1ccccc1Cl, O. Product: N(=[N+]=[N-])C1N=C(C2=C(N(C1=O)CC(F)(F)F)C=CC=C2)C2=CC=CC=C2 (3-Azido-5-phenyl-1-(2,2,2-trifluoroethyl)-1H-benzo[e][1,4]diazepine-2-one). Conditions: time 10 minute. Reported procedure: To a stirring solution of 5-phenyl-1-(2,2,2-trifluoroethyl)-1H-benzo[e][1,4]diazepine-2-one (66 g,0.209 mole) in THF (1200 mL) cooled to -78° C. was added potassium tert-butoxide (229 mL of a 1N solution in THF dropwise over 30 min. A solution of the anion was obtained. A solution of 2,4,6-triisopropylbenzenesulfonylazide (71 g, 0.229 mole) in THF (200 mL) was added over 20 min. This was stirred for 10 min, acetic acid (50 g, 48 ml, 0.834 mole) was added and the reaction allowed to warm to ambie... As a reaction SMILES: [C:1]1([C:7]2[C:8]3[CH:23]=[CH:22][CH:21]=[CH:20][C:9]=3[N:10]([CH2:15][C:16]([F:19])([F:18])[F:17])[C:11](=[O:14])[CH2:12][N:13]=2)[CH:6]=[CH:5][CH:4]=[CH:3][CH:2]=1.CC(C)([O-])C.[K+].C(C1C=C(C(C)C)C=C(C(C)C)C=1S([N:48]=[N+:49]=[N-:50])(=O)=O)(C)C.C(O)(=O)C.C([O-])(O)=O.[Na+]>C1COCC1>[N:48]([CH:12]1[C:11](=[O:14])[N:10]([CH2:15][C:16]([F:18])([F:19])[F:17])[C:9]2[CH:20]=[CH:21][CH:22]=[CH:23][C:8]=2[C:7]([C:1]2[CH:2]=[CH:3][CH:4]=[CH:5][CH:6]=2)=[N:13]1)=[N+:49]=[N-:50] |f:1.2,5.6|. The solvent is C1CCOC1 (THF), C1CCOC1 (THF), C1CCOC1 (THF). The reactants are C(=O)(O)[O-].[Na+] (NaHCO3), C(C)(=O)O (acetic acid), C1(=CC=CC=C1)C=1C2=C(N(C(CN1)=O)CC(F)(F)F)C=CC=C2 (5-phenyl-1-(2,2,2-trifluoroethyl)-1H-benzo[e][1,4]diazepine-2-one), CC(C)([O-])C.[K+] (potassium tert-butoxide), solution, C(C)(C)C1=C(C(=CC(=C1)C(C)C)C(C)C)S(=O)(=O)N=[N+]=[N-] (2,4,6-triisopropylbenzenesulfonylazide). The reactants are ClC1=C(N=C(S1)C1=CC=CC=C1)CC(=O)O (5-chloro-2-phenylthiazol-4-yl-acetic acid), CN(S(N(C)C)=O)C (tetramethylsulphurous diamide). Run in C(Cl)(Cl)Cl (chloroform). Product: CN(C(CC=1N=C(SC1Cl)C1=CC=CC=C1)=O)C (N,N-Dimethyl-5-chloro-2-phenylthiazol-4-yl-acetamide). Reaction SMILES: [Cl:1][C:2]1[S:6][C:5]([C:7]2[CH:12]=[CH:11][CH:10]=[CH:9][CH:8]=2)=[N:4][C:3]=1[CH2:13][C:14]([OH:16])=O.[CH3:17][N:18]([CH3:24])S(=O)N(C)C>C(Cl)(Cl)Cl>[CH3:17][N:18]([CH3:24])[C:14](=[O:16])[CH2:13][C:3]1[N:4]=[C:5]([C:7]2[CH:12]=[CH:11][CH:10]=[CH:9][CH:8]=2)[S:6][C:2]=1[Cl:1]. Procedure: A mixture of 5-chloro-2-phenylthiazol-4-yl-acetic acid (1.98 g, 7.8 mmol), tetramethylsulphurous diamide (1.01 g, 9 mmol) and chloroform (dry, 30 ml) were heated under reflux for 4 hours. The reaction mixture was cooled and was concentrated under reduced pressure. The residue was taken up into chloroform (100 ml) and H2O (50 nl) and an excess of sodium bicarbonate added. After filtration the chloroform layer was washed with dilute HCl, water, dried (MgSO4), filtered and was concentrated under re... The reactants are C(CCCCCCC)P(CCCCCCCC)(CCCCCCCC)=O (trioctylphosphine oxide), C=CCCCCCC (octene). Product: C(CCCCCCC)P(CCCCCCCC)CCCCCCCC (trioctylphosphine). As a reaction SMILES: [CH2:1]([P:9](=O)([CH2:18][CH2:19][CH2:20][CH2:21][CH2:22][CH2:23][CH2:24][CH3:25])[CH2:10][CH2:11][CH2:12][CH2:13][CH2:14][CH2:15][CH2:16][CH3:17])[CH2:2][CH2:3][CH2:4][CH2:5][CH2:6][CH2:7][CH3:8].C=CCCCCCC>>[CH2:18]([P:9]([CH2:1][CH2:2][CH2:3][CH2:4][CH2:5][CH2:6][CH2:7][CH3:8])[CH2:10][CH2:11][CH2:12][CH2:13][CH2:14][CH2:15][CH2:16][CH3:17])[CH2:19][CH2:20][CH2:21][CH2:22][CH2:23][CH2:24][CH3:25]. Procedure details: Work up yielded trioctylphosphine oxide, a colourless solid FP 47.0° C., 365 g--75% yield on the octene used. The reactants are O=C(c1ncc[nH]1)c1ncc[nH]1, Nc1ccccc1CCNC1CCN(Cc2ccccc2)CC1, C1CCOC1. Yields the product O=C1Nc2ccccc2CCN1C1CCN(Cc2ccccc2)CC1. RXN SMILES: [C:24](=[O:25])([c:26]1[nH:27][cH:28][cH:29][n:30]1)[c:31]1[nH:32][cH:33][cH:34][n:35]1.[NH2:1][c:2]1[c:3]([CH2:8][CH2:9][NH:10][CH:11]2[CH2:12][CH2:13][N:14]([CH2:17][c:18]3[cH:19][cH:20][cH:21][cH:22][cH:23]3)[CH2:15][CH2:16]2)[cH:4][cH:5][cH:6][cH:7]1.[O:36]1[CH2:37][CH2:38][CH2:39][CH2:40]1>>[NH:1]1[c:2]2[c:3]([cH:4][cH:5][cH:6][cH:7]2)[CH2:8][CH2:9][N:10]([CH:11]2[CH2:12][CH2:13][N:14]([CH2:17][c:18]3[cH:19][cH:20][cH:21][cH:22][cH:23]3)[CH2:15][CH2:16]2)[C:24]1=[O:25]. Starting materials: white powder, COC(C1=CC=C(C=C1)OCC\C=C\CCCCCC)=O (Methyl-4-(trans-3-decenyloxy)-benzoate), O.[OH-].[Li+] (lithium hydroxide monohydrate), C(CCCCCCCCCCCCCCCCC)OC1=CC=C(C(=O)O)C=C1 (4-octadecyloxy-benzoic acid). Solvent: CO (methanol). Product: C(C\C=C\CCCCCC)OC1=CC=C(C(=O)O)C=C1 (4-(trans-3-Decenyloxy)-benzoic acid). As a reaction SMILES: C[O:2][C:3](=[O:21])[C:4]1[CH:9]=[CH:8][C:7]([O:10][CH2:11][CH2:12]/[CH:13]=[CH:14]/[CH2:15][CH2:16][CH2:17][CH2:18][CH2:19][CH3:20])=[CH:6][CH:5]=1.O.[OH-].[Li+].C(OC1C=CC(C(O)=O)=CC=1)CCCCCCCCCCCCCCCCC>CO>[CH2:11]([O:10][C:7]1[CH:6]=[CH:5][C:4]([C:3]([OH:21])=[O:2])=[CH:9][CH:8]=1)[CH2:12]/[CH:13]=[CH:14]/[CH2:15][CH2:16][CH2:17][CH2:18][CH2:19][CH3:20] |f:1.2.3|. Procedure details: Ester 35h (600 mg, 2.07 mmol), and lithium hydroxide monohydrate (867 mg, 20.7 mmol) in 20 ml methanol were reacted according to the procedure for compound 36a. The yield was 500 mg (87%) of a white powder which was not quite pure (95%). The product was used without further purification.